This data is from the Open Reaction Database (ORD), a public repository of structured organic reaction records. The task is: describe an organic reaction: reactants, conditions, products, and yield Starting materials: [H-].[Al+3].[Li+].[H-].[H-].[H-] (lithium aluminium hydride), N (ammonia), [Cl-].[Al+3].[Cl-].[Cl-] (aluminium chloride), FC=1C=C(C=CC1)C1=NNC2=CC(=C(C=C12)C#N)OC (3-(3-fluoro-phenyl)-6-methoxy-1H-indazole-5-carbonitrile). Solvent: O1CCCC1 (tetrahydrofuran). Conditions: time 10 minute. Product: FC=1C=C(C=CC1)C1=NNC2=CC(=C(C=C12)CN)OC (C-{3-(3-Fluoro-phenyl)-6-methoxy-1H-indazol-5-yl}-methylamine). The yield is 212.8%. RXN SMILES: [H-].[Al+3].[Li+].[H-].[H-].[H-].[Cl-].[Al+3].[Cl-].[Cl-].[F:11][C:12]1[CH:13]=[C:14]([C:18]2[C:26]3[C:21](=[CH:22][C:23]([O:29][CH3:30])=[C:24]([C:27]#[N:28])[CH:25]=3)[NH:20][N:19]=2)[CH:15]=[CH:16][CH:17]=1.N>O1CCCC1>[F:11][C:12]1[CH:13]=[C:14]([C:18]2[C:26]3[C:21](=[CH:22][C:23]([O:29][CH3:30])=[C:24]([CH2:27][NH2:28])[CH:25]=3)[NH:20][N:19]=2)[CH:15]=[CH:16][CH:17]=1 |f:0.1.2.3.4.5,6.7.8.9|. Procedure: A total of 71 mg of lithium aluminium hydride was suspended in 4.7 ml of tetrahydrofuran, 249 mg of aluminium chloride was added under ice-cooling, and the mixture was stirred for 10 minutes. To the reaction mixture was added 50 mg of 3-(3-fluoro-phenyl)-6-methoxy-1H-indazole-5-carbonitrile obtained in Production Example II-1-d, followed by stirring at room temperature for 3 hours. The reaction mixture was ice-cooled, 27% aqueous ammonia was added and the mixture was filtrated through Celite. Th... Starting materials: C1(=CC=CC=C1)C(N1CC(C1)C1=CC=CC=C1)C1=CC=CC=C1 (1-(diphenylmethyl)-3-phenylazetidine), C(Cl)(Cl)Cl (chloroform), [OH-].[NH4+] (ammonium hydroxide). Run in CO (MeOH). The product is C1(=CC=CC=C1)C1CNC1 (3-phenylazetidine). As a reaction SMILES: C1(C(C2C=CC=CC=2)[N:8]2[CH2:11][CH:10]([C:12]3[CH:17]=[CH:16][CH:15]=[CH:14][CH:13]=3)[CH2:9]2)C=CC=CC=1.C(Cl)(Cl)Cl.[OH-].[NH4+]>CO>[C:12]1([CH:10]2[CH2:11][NH:8][CH2:9]2)[CH:17]=[CH:16][CH:15]=[CH:14][CH:13]=1 |f:2.3|. Reported procedure: Compound C43 was prepared according to the general procedure for the synthesis of C40 in Example 9, except that 1-(diphenylmethyl)-3-phenylazetidine (See M. C. Hillier & C-y. Chen, J. Organic Chem. 2006, 71, 7885-7887) was used instead of 1-(diphenylmethyl)-3-(4-fluorophenoxy)azetidine, and the silica gel chromatography was carried out with 100:5:1 chloroform:MeOH:concentrated aqueous ammonium hydroxide as eluant. Yield: 427 mg (contains some impurities), <3.21 mmol, <19%. LCMS m/z 134.0 (M+1). ... The reactants are N#Cc1ccccc1-c1ccc(CBr)cc1, CCCCN, C1COCCO1. The product is CCCCNCc1ccc(-c2ccccc2C#N)cc1. RXN SMILES: [Br:6][CH2:7][c:8]1[cH:9][cH:10][c:11](-[c:14]2[c:15]([C:20]#[N:21])[cH:16][cH:17][cH:18][cH:19]2)[cH:12][cH:13]1.[CH2:1]([CH2:2][CH2:3][CH3:4])[NH2:5].[O:22]1[CH2:23][CH2:24][O:25][CH2:26][CH2:27]1>>[CH2:1]([CH2:2][CH2:3][CH3:4])[NH:5][CH2:7][c:8]1[cH:9][cH:10][c:11](-[c:14]2[c:15]([C:20]#[N:21])[cH:16][cH:17][cH:18][cH:19]2)[cH:12][cH:13]1. As a reaction SMILES: [C:1]1([P:7]([C:14]2[CH:19]=[CH:18][CH:17]=[CH:16][CH:15]=2)[C:8]2[CH:13]=[CH:12][CH:11]=[CH:10][CH:9]=2)[CH:6]=[CH:5][CH:4]=[CH:3][CH:2]=1.BrCC1C=CC2C(=CC=CC=2)C=1.BrC1C=CC(C=[O:38])=CC=1.C([O-])([O-])=O.[K+].[K+]>C1(C)C=CC=CC=1.CCCCCC>[C:14]1([P:7](=[O:38])([C:1]2[CH:2]=[CH:3][CH:4]=[CH:5][CH:6]=2)[C:8]2[CH:13]=[CH:12][CH:11]=[CH:10][CH:9]=2)[CH:15]=[CH:16][CH:17]=[CH:18][CH:19]=1 |f:3.4.5|. Solvent: C1(=CC=CC=C1)C (toluene), CCCCCC (hexane). Procedure details: 0.50 g (1.91 mmol) of triphenylphosphine, 0.42 g (1.90 mmol) of 2-bromomethylnaphthalene, 0.36 g (1.98 mmol) of p-bromobenzaldehyde, and 0.50 g (3.62 mmol) of K2CO3 were placed in a hardened-steel vial in a glove box under helium. The vial was sealed, and the sample was ball-milled for eight hours. The formed powder was first analyzed by solid state 31P{1H} CP MAS NMR spectroscopy, then loaded on a silica gel chromatography column, and the mixture of (E)- and (Z)-1-(p-bromophenyl)-2-(naphthyl)et... The product is C1(=CC=CC=C1)P(C1=CC=CC=C1)(C1=CC=CC=C1)=O (Triphenylphosphine oxide). Yield: 92.0%. The reactants are C1(=CC=CC=C1)P(C1=CC=CC=C1)C1=CC=CC=C1 (triphenylphosphine), steel, C(=O)([O-])[O-].[K+].[K+] (K2CO3), (E)- and (Z)-1-(p-bromophenyl)-2-(naphthyl)ethylenes, BrCC1=CC2=CC=CC=C2C=C1 (2-bromomethylnaphthalene), BrC1=CC=C(C=O)C=C1 (p-bromobenzaldehyde), 31P{1H}. Reactants: BrC1=CC=C(C=C1)C1=CC=2C=CC3=CC=CC=C3C2C=C1 (2-(4-bromophenyl)phenanthrene), C1(=CC=CC=2C3=CC=CC=C3C=CC12)B(O)O (phenanthrene-1-boronic acid), BrC=1C=C(C=CC1)I (3-bromoiodobenzene). Product: BrC=1C=C(C=CC1)C=1C=CC=2C=CC3=CC=CC=C3C2C1 (3-(3-bromophenyl)phenanthrene). RXN SMILES: BrC1C=CC([C:8]2[CH:21]=[CH:20][C:19]3[C:18]4[C:13](=[CH:14][CH:15]=[CH:16][CH:17]=4)[CH:12]=[CH:11][C:10]=3[CH:9]=2)=CC=1.C1(B(O)O)C2C=CC3C(=CC=CC=3)C=2C=CC=1.[Br:39][C:40]1[CH:41]=[C:42](I)[CH:43]=[CH:44][CH:45]=1>>[Br:39][C:40]1[CH:45]=[C:44]([C:10]2[CH:11]=[CH:12][C:21]3[CH:20]=[CH:19][C:18]4[C:17]([C:8]=3[CH:9]=2)=[CH:16][CH:15]=[CH:14][CH:13]=4)[CH:43]=[CH:42][CH:41]=1. Procedure: Synthesis was performed in the same manner as in the synthesis of 2-(4-bromophenyl)phenanthrene except that: phenanthrene-1-boronic acid was used instead of phenanthrene-2-boronic acid; and 3-bromoiodobenzene was used instead of 4-bromoiodobenzene. The reactants are C(=C)[Mg]Br (vinylmagnesium bromide), [Cl-].[NH4+] (ammonium chloride), C1=CC=CC=2C(C3=C(CCC21)C=CC=C3)=O (10,11-dihydro-5H-dibenzo[a,d]cyclohepten-5-one), C(C)OCC (Diethyl ether). Run in C1CCOC1 (THF), O (water), C1CCOC1 (THF). The product is C(=C)C1(C2=C(CCC3=C1C=CC=C3)C=CC=C2)O (5-ethenyl-10,11-dihydro-5H-dibenzo[a,d]cyclohepten-5-ol). Reaction SMILES: [CH:1]1[C:11]2[CH2:10][CH2:9][C:8]3[CH:12]=[CH:13][CH:14]=[CH:15][C:7]=3[C:6](=[O:16])[C:5]=2[CH:4]=[CH:3][CH:2]=1.[CH:17]([Mg]Br)=[CH2:18].[Cl-].[NH4+].C(OCC)C>C1COCC1.O>[CH:17]([C:6]1([OH:16])[C:7]2[CH:15]=[CH:14][CH:13]=[CH:12][C:8]=2[CH2:9][CH2:10][C:11]2[CH:1]=[CH:2][CH:3]=[CH:4][C:5]1=2)=[CH2:18] |f:2.3|. Reported procedure: A solution of 10,11-dihydro-5H-dibenzo[a,d]cyclohepten-5-one (9.4 g, 0.045 mol) in dry THF (100 ml) was placed under an atmosphere of nitrogen. A solution of vinylmagnesium bromide in THF (100 ml, 0.5 M) was added in such a rate to keep the reaction temperature at 30°-35° C. When addition was complete the mixture was heated at 50°-60° C. for 1.5 h. The reaction mixture was cooled on an ice-bath and a solution of ammonium chloride (10 g) in water (50 ml) was carefully added. Diethyl ether (100 ml...